Dataset: the Open Reaction Database (ORD), a public repository of structured organic reaction records. Task: describe an organic reaction: reactants, conditions, products, and yield Reactants: CN1C=2N(C=3N=CN(C3C1=O)CC1=CC=CC=C1)[C@@H]1[C@H](N2)CCC1 (cis-5,6a,7,8,9,9a-hexahydro-5-methyl-3-(phenylmethyl) cyclopenta[4,5]imidazo[2,1-b]purin-4(3H)-one), COC=1C=CC(=CC1)P2(=S)SP(=S)(S2)C=3C=CC(=CC3)OC (Lawesson's reagent). The solvent is C=1(C(=CC=CC1)C)C (xylene). The product is CN1C=2N(C=3N=CN(C3C1=S)CC1=CC=CC=C1)[C@@H]1[C@H](N2)CCC1 (cis-5,6a,7,8,9,9a-Hexahydro-5-methyl-3-(phenylmethyl)cyclopenta[4,5]imidazo[2,1-b]purin-4(3H)-thione). Reaction SMILES: [CH3:1][N:2]1[C:10](=O)[C:9]2[N:8]([CH2:12][C:13]3[CH:18]=[CH:17][CH:16]=[CH:15][CH:14]=3)[CH:7]=[N:6][C:5]=2[N:4]2[C@H:19]3[CH2:24][CH2:23][CH2:22][C@H:20]3[N:21]=[C:3]12.COC1C=CC(P2(SP(C3C=CC(OC)=CC=3)(=S)S2)=[S:34])=CC=1>C1(C)C(C)=CC=CC=1>[CH3:1][N:2]1[C:10](=[S:34])[C:9]2[N:8]([CH2:12][C:13]3[CH:18]=[CH:17][CH:16]=[CH:15][CH:14]=3)[CH:7]=[N:6][C:5]=2[N:4]2[C@H:19]3[CH2:24][CH2:23][CH2:22][C@H:20]3[N:21]=[C:3]12. Procedure details: Treat cis-5,6a,7,8,9,9a-hexahydro-5-methyl-3-(phenylmethyl) cyclopenta[4,5]imidazo[2,1-b]purin-4(3H)-one (0.16 g=0.5 mmol) with Lawesson's reagent (0.2 g=0.5 mmol) in xylene overnight. Remove solvent and chromatograph on silica, eluting with 98:2 CH2Cl2 /MeOH to give the title compound as a yellow foam. FAB MS: M+1=338. Reactants: IC1=CC(=NC=C1OCC(F)(F)F)OC (4-iodo-2-methoxy-5-(2,2,2-trifluoroethoxy)pyridine), ClC=1C=CC(=C(C1)B(O)O)C#N (5-chloro-2-cyanophenylboronic acid), [1,1-bis(diphenylphosphino)ferrocene]palladium(II) chloride dichloromethane. The product is ClC1=CC(=C(C#N)C=C1)C1=CC(=NC=C1OCC(F)(F)F)OC (4-Chloro-2-[2-methoxy-5-(2,2,2-trifluoroethoxy)pyridin-4-yl]benzonitrile). As a reaction SMILES: I[C:2]1[C:7]([O:8][CH2:9][C:10]([F:13])([F:12])[F:11])=[CH:6][N:5]=[C:4]([O:14][CH3:15])[CH:3]=1.[Cl:16][C:17]1[CH:18]=[CH:19][C:20]([C:26]#[N:27])=[C:21](B(O)O)[CH:22]=1>>[Cl:16][C:17]1[CH:18]=[CH:19][C:20]([C:26]#[N:27])=[C:21]([C:2]2[C:7]([O:8][CH2:9][C:10]([F:13])([F:12])[F:11])=[CH:6][N:5]=[C:4]([O:14][CH3:15])[CH:3]=2)[CH:22]=1. Procedure details: 500 mg (purity 94%, 1.41 mmol) of 4-iodo-2-methoxy-5-(2,2,2-trifluoroethoxy)pyridine and 282 mg (1.55 mmol, 1.1 eq.) of 5-chloro-2-cyanophenylboronic acid in the presence of [1,1-bis(diphenylphosphino)ferrocene]palladium(II) chloride/dichloromethane monoadduct were reacted according to General Method 2A. The crude product was purified by flash chromatography (silica gel 50, cyclohexane/ethyl acetate gradient). Yield: 168 mg (33% of theory) The reactants are [Si]([O-])([O-])([O-])[O-].[Na+].[Na+].[Na+].[Na+] (sodium silicate). The solvent is O (water), O (water). Yields the product [Si]([O-])([O-])([O-])[O-].[Na+].[Na+].[Na+].[Na+] (sodium silicate), [OH-].[Na+] (sodium hydroxide). RXN SMILES: [Si:1]([O-:5])([O-:4])([O-:3])[O-:2].[Na+:6].[Na+].[Na+].[Na+]>O>[Si:1]([O-:5])([O-:4])([O-:3])[O-:2].[Na+:6].[Na+:6].[Na+:6].[Na+:6].[OH-:2].[Na+:6] |f:0.1.2.3.4,6.7.8.9.10,11.12|. Procedure details: A solution of 100 pounds of 40 wt % sodium silicate in water was added to a heated vessel having a temperature of about 85° C. About 350 pounds of a 50 wt % solution of sodium hydroxide in water to the sodium silicate solution to form a solution of sodium silicate and sodium hydroxide. The reactants are COC1=CC=C(C(=O)C2=CC=CC3=C2N(C(N3)=O)C)C=C1 (7-(4-methoxybenzoyl)-1-methyl-1,3-dihydro-2H-benzimidazol-2-one), P(=O)(Cl)(Cl)Cl (phosphorous oxychloride). Solvent: C(C)(=O)OCC (ethyl acetate). Conditions: temperature 100 celsius. Product: ClC1=NC2=C(N1C)C(=CC=C2)C(=O)C2=CC=C(C=C2)OC ((2-Chloro-1-methyl-1H-benzimidazol-7-yl)(4-methoxyphenyl)-methanone). Yield: 80.0%. Reaction SMILES: [CH3:1][O:2][C:3]1[CH:21]=[CH:20][C:6]([C:7]([C:9]2[C:14]3[N:15]([CH3:19])[C:16](=O)[NH:17][C:13]=3[CH:12]=[CH:11][CH:10]=2)=[O:8])=[CH:5][CH:4]=1.P(Cl)(Cl)([Cl:24])=O>C(OCC)(=O)C>[Cl:24][C:16]1[N:15]([CH3:19])[C:14]2[C:9]([C:7]([C:6]3[CH:20]=[CH:21][C:3]([O:2][CH3:1])=[CH:4][CH:5]=3)=[O:8])=[CH:10][CH:11]=[CH:12][C:13]=2[N:17]=1. Procedure: A mixture of 145 mg (0.514 mmol) of 7-(4-methoxybenzoyl)-1-methyl-1,3-dihydro-2H-benzimidazol-2-one was dissolved in 1.5 mL of phosphorous oxychloride and heated at 100° C. for 18 h. The reaction was allowed to cool to room temperature and concentrated in vacuo. The residue thus obtained was dissolved in ethyl acetate, washed with aqueous sodium bicarbonate, dried over magnesium sulfate, filtered and concentrated in vacuo to give 124 mg (80%) of the title compound, which was used in the next ste...